From a dataset of the Open Reaction Database (ORD), a public repository of structured organic reaction records. describe an organic reaction: reactants, conditions, products, and yield Starting materials: Brc1cccnc1, O=C([O-])[O-], CCOC(C)=O, [Cs+], [Cs+], COC(=O)c1cnc(N)nc1, C1COCCO1, O=C(C=Cc1ccccc1)C=Cc1ccccc1, O=C(C=Cc1ccccc1)C=Cc1ccccc1, O=C(C=Cc1ccccc1)C=Cc1ccccc1, [Pd], [Pd]. Product: COC(=O)c1cnc(Nc2cccnc2)nc1. As a reaction SMILES: [Br:12][c:13]1[cH:14][n:15][cH:16][cH:17][cH:18]1.[C:19](=[O:20])([O-:21])[O-:22].[CH3:31][CH2:32][O:33][C:34]([CH3:35])=[O:36].[Cs+:23].[Cs+:24].[NH2:1][c:2]1[n:3][cH:4][c:5]([C:8](=[O:9])[O:10][CH3:11])[cH:6][n:7]1.[O:25]1[CH2:26][CH2:27][O:28][CH2:29][CH2:30]1.[O:39]=[C:40]([CH:41]=[CH:42][c:43]1[cH:44][cH:45][cH:46][cH:47][cH:48]1)[CH:49]=[CH:50][c:51]1[cH:52][cH:53][cH:54][cH:55][cH:56]1.[O:57]=[C:58]([CH:59]=[CH:60][c:61]1[cH:62][cH:63][cH:64][cH:65][cH:66]1)[CH:67]=[CH:68][c:69]1[cH:70][cH:71][cH:72][cH:73][cH:74]1.[O:75]=[C:76]([CH:77]=[CH:78][c:79]1[cH:80][cH:81][cH:82][cH:83][cH:84]1)[CH:85]=[CH:86][c:87]1[cH:88][cH:89][cH:90][cH:91][cH:92]1.[Pd:37].[Pd:38]>>[NH:1]([c:2]1[n:3][cH:4][c:5]([C:8](=[O:9])[O:10][CH3:11])[cH:6][n:7]1)[c:13]1[cH:14][n:15][cH:16][cH:17][cH:18]1. Reactants: C(C1=CC=CC=C1)OCCCC1=NC=2C(=NC=CC2)N1 (2-[3-(benzyloxy)propyl]-3H-imidazo[4,5-b]pyridine), [H-].[Na+] (sodium hydride), CO (methanol), COS(OC)(=O)=O (dimethylsulfuric acid). Solvent: CN(C)C=O (DMF). Yields the product C(C1=CC=CC=C1)OCCCC1=NC=2C(=NC=CC2)N1C (2-[3-(benzyloxy)propyl]-3-methyl-3H-imidazo[4,5-b]pyridine). RXN SMILES: [CH2:1]([O:8][CH2:9][CH2:10][CH2:11][C:12]1[NH:20][C:15]2=[N:16][CH:17]=[CH:18][CH:19]=[C:14]2[N:13]=1)[C:2]1[CH:7]=[CH:6][CH:5]=[CH:4][CH:3]=1.[H-].[Na+].[CH3:23]OS(=O)(=O)OC.CO>CN(C=O)C>[CH2:1]([O:8][CH2:9][CH2:10][CH2:11][C:12]1[N:20]([CH3:23])[C:15]2=[N:16][CH:17]=[CH:18][CH:19]=[C:14]2[N:13]=1)[C:2]1[CH:3]=[CH:4][CH:5]=[CH:6][CH:7]=1 |f:1.2|. Procedure: Under an argon atmosphere, to a solution of 2-[3-(benzyloxy)propyl]-3H-imidazo[4,5-b]pyridine (2 g) in DMF (40 mL) was added 60% sodium hydride (0.299 g), and the mixture was stirred under ice-cooling for 30 min. Then, dimethylsulfuric acid (0.75 mL) was added, and the mixture was stirred at room temperature for 17 hr. To the reaction mixture was added methanol (5 mL), and the mixture was concentrated under reduced pressure. The residue was purified by silica gel column chromatography (ethyl ace... Reactants: C(C=C)N(S(=O)(=O)C)C1=C(C=CC(=C1)[N+](=O)[O-])Br (N-allyl-N-(2-bromo-5-nitrophenyl)methanesulfonamide), C(C)(C)N(CC)C(C)C (diisopropylethylamine). The reagents and catalysts are C(C)(=O)[O-].[Pd+2].C(C)(=O)[O-] (palladium acetate). The solvent is C1(=CC=CC=C1)C (toluene). The product is CS(=O)(=O)N1C=C(C2=CC=C(C=C12)[N+](=O)[O-])C (1-methanesulfonyl-3-methyl-6-nitro-1H-indole). The yield is 62.9%. As a reaction SMILES: [CH2:1]([N:4]([C:9]1[CH:14]=[C:13]([N+:15]([O-:17])=[O:16])[CH:12]=[CH:11][C:10]=1Br)[S:5]([CH3:8])(=[O:7])=[O:6])[CH:2]=[CH2:3].C(N(C(C)C)CC)(C)C>C1(C)C=CC=CC=1.C([O-])(=O)C.[Pd+2].C([O-])(=O)C>[CH3:8][S:5]([N:4]1[C:9]2[C:10](=[CH:11][CH:12]=[C:13]([N+:15]([O-:17])=[O:16])[CH:14]=2)[C:2]([CH3:3])=[CH:1]1)(=[O:7])=[O:6] |f:3.4.5|. Reported procedure: According to the method of Martin, Helv. Chem. Acta. (1989) 72:1554, a mixture of N-allyl-N-(2-bromo-5-nitrophenyl)methanesulfonamide (2.45 g, 7.31 mmol), palladium acetate (83 mg, 0.37 mmol), tri-o-tolyl phoshpine (222 mg, 0.73 mmol) and diisopropylethylamine (1.42 g, 11.0 mmol) in 10 ml of toluene was heated to reflux for 18 hr. The reaction was cooled and filtered through a fine Whatman glass fiber filter to remove the palladium. The mixture was diluted with 100 ml of ethyl acetate, then wash... The reactants are C[C@@H]1CC[C@@H](CN1C(=O)OCC1=CC=CC=C1)C(=O)OC (3-methyl 1-(phenylmethyl) (3S,6R)-6-methyl-1,3-piperidinedicarboxylate), O[Li].O (LiOH.H2O), Cl (HCl). The solvent is C1CCOC1.O.CO (THF water CH3OH). Run at time 1 hour. Product: C[C@@H]1CC[C@@H](CN1C(=O)OCC1=CC=CC=C1)C(=O)O ((3S,6R)-6-Methyl-1-{[(Phenylmethyl)oxy]carbonyl}-3-piperidinecarboxylic acid). Isolated yield 119.0%. Reaction SMILES: [CH3:1][C@H:2]1[N:7]([C:8]([O:10][CH2:11][C:12]2[CH:17]=[CH:16][CH:15]=[CH:14][CH:13]=2)=[O:9])[CH2:6][C@@H:5]([C:18]([O:20]C)=[O:19])[CH2:4][CH2:3]1.O[Li].O.Cl>C1COCC1.O.CO>[CH3:1][C@H:2]1[N:7]([C:8]([O:10][CH2:11][C:12]2[CH:17]=[CH:16][CH:15]=[CH:14][CH:13]=2)=[O:9])[CH2:6][C@@H:5]([C:18]([OH:20])=[O:19])[CH2:4][CH2:3]1 |f:1.2,4.5.6|. Procedure: To a solution of 3-methyl 1-(phenylmethyl) (3S,6R)-6-methyl-1,3-piperidinedicarboxylate (15 g, 51.5 mmol) in THF/water/CH3OH (10/5/1, 480 mL) was added LiOH.H2O (2.59 g, 61.8 mmol), and the reaction mixture was stirred at room temperature for about 1 hour. The mixture was acidified with 1N HCl until the pH was ˜5, and then concentrated in vacuo. The resulting residue was extracted with EtOAc (2×300 mL) and CHCl3 (2×300 mL), and the combined organic layers were dried (MgSO4), filtered and concent... Reactants: C(C)(=O)OCCC1(CC=CC=C1)C1=CSC=C1 (1-(3-thienyl)phenylethyl acetate), C1CCOC1 (THF). Conditions: time 30 minute. Product: C(CC1=CC=CC=C1)C1=CSC=C1 (3-phenethylthiophene), C(C)(=O)OCCC1(CC=CC=C1)C1=CSC=C1 (1-(3-thienyl)phenethyl acetate). Yield: 34.0%. As a reaction SMILES: [C:1]([O:4][CH2:5][CH2:6][C:7]1([C:13]2[CH:17]=[CH:16][S:15][CH:14]=2)[CH:12]=[CH:11][CH:10]=[CH:9][CH2:8]1)(=[O:3])[CH3:2].[CH2:18]1COC[CH2:19]1>>[CH2:7]([C:13]1[CH:17]=[CH:16][S:15][CH:14]=1)[CH2:12][C:11]1[CH:10]=[CH:9][CH:8]=[CH:19][CH:18]=1.[C:1]([O:4][CH2:5][CH2:6][C:7]1([C:13]2[CH:17]=[CH:16][S:15][CH:14]=2)[CH:8]=[CH:9][CH:10]=[CH:11][CH2:12]1)(=[O:3])[CH3:2]. Procedure details: 1-(3-thienyl)phenylethyl acetate dissolved in THF (20 ml) was added carefully to dry liquid ammonia (300 ml). Lithium metal was added in small portions until the blue color persisted. The resulting reaction mixture was stirred for 30 min and the reaction was quenched by addition of solid ammonium chloride. The residue, after the complete evaporation of liquid ammonia, was dissolved in water (100 ml) and was extracted with methylene chloride (4×50 ml). The combined organic layers was dried over M... Reactants: C(CCC)C1=NC2(C(N1C1CCC3=CC(=CC=C13)C1=C(C#N)C=CC=C1)=O)CCCC2 (2-[1-(2-butyl-4-oxo-1,3-diaza-spiro[4.4]non-1-en-3-yl)-indan -5yl]-benzonitrile), C[Sn](C)(C)N=[N+]=[N-] (trimethyltin azide). The solvent is C=1(C(=CC=CC1)C)C (xylene). Product: C(CCC)C1=NC2(C(N1C1CCC3=CC(=CC=C13)C1=C(C=CC=C1)C1=NN=NN1)=O)CCCC2 (2-Butyl-3-{5-[2-(1H-tetrazol-5-yl)-phenyl]-indan-1-yl}-1,3-diaza-spiro[4.4]non-1-en-4-one). The yield is 31.2%. Reaction SMILES: [CH2:1]([C:5]1[N:9]([CH:10]2[C:18]3[C:13](=[CH:14][C:15]([C:19]4[CH:26]=[CH:25][CH:24]=[CH:23][C:20]=4[C:21]#[N:22])=[CH:16][CH:17]=3)[CH2:12][CH2:11]2)[C:8](=[O:27])[C:7]2([CH2:31][CH2:30][CH2:29][CH2:28]2)[N:6]=1)[CH2:2][CH2:3][CH3:4].C[Sn]([N:36]=[N+:37]=[N-:38])(C)C>C1(C)C(C)=CC=CC=1>[CH2:1]([C:5]1[N:9]([CH:10]2[C:18]3[C:13](=[CH:14][C:15]([C:19]4[CH:26]=[CH:25][CH:24]=[CH:23][C:20]=4[C:21]4[NH:38][N:37]=[N:36][N:22]=4)=[CH:16][CH:17]=3)[CH2:12][CH2:11]2)[C:8](=[O:27])[C:7]2([CH2:28][CH2:29][CH2:30][CH2:31]2)[N:6]=1)[CH2:2][CH2:3][CH3:4]. Procedure details: A mixture of 2-[1-(2-butyl-4-oxo-1,3-diaza-spiro[4.4]non-1-en-3-yl)-indan -5yl]-benzonitrile (150 mg, 0.36 mmol) and trimethyltin azide (196 mg, 0.91 mmol) was heated under reflux in xylene (5.0 mL) for 25 hours. The reaction mixture was cooled to room temperature and concentrated in vacuo. The residue was chromatographed on SiO2 -gel using a gradient of 2.5% MeOH/CH2Cl2 to 10% MeOH/CH2Cl2 to give 51 mg of a colorless oil. The oil was dissolved in EtOAc and hexanes were added to precipitate the ...